This data is from the Open Reaction Database (ORD), a public repository of structured organic reaction records. The task is: describe an organic reaction: reactants, conditions, products, and yield Reactants: O (water), Cl (hydrochloric acid), CN(C)CCCCCCCCCCCCCCCCCC (N,N-dimethyloctadecylamine). Run in C(C)O (ethanol). Conditions: temperature 60 celsius. The product is Cl.CN(C)CCCCCCCCCCCCCCCCCC (N,N-dimethyloctadecylamine hydrochloride). RXN SMILES: O.[ClH:2].[CH3:3][N:4]([CH2:6][CH2:7][CH2:8][CH2:9][CH2:10][CH2:11][CH2:12][CH2:13][CH2:14][CH2:15][CH2:16][CH2:17][CH2:18][CH2:19][CH2:20][CH2:21][CH2:22][CH3:23])[CH3:5]>C(O)C>[ClH:2].[CH3:5][N:4]([CH2:6][CH2:7][CH2:8][CH2:9][CH2:10][CH2:11][CH2:12][CH2:13][CH2:14][CH2:15][CH2:16][CH2:17][CH2:18][CH2:19][CH2:20][CH2:21][CH2:22][CH3:23])[CH3:3] |f:4.5|. Procedure details: To 350 mL of water, 150 mL of ethanol and 8.3 mL of 37% concentrated hydrochloric acid were added, and then, 29.7 g (0.1 mol) of N,N-dimethyloctadecylamine was added. The mixture was heated to 60° C. to give a solution of N,N-dimethyloctadecylamine hydrochloride. To this solution, 100 g of hectolite was added. The thus-obtained slurry was stirred at 60° C. for 3 hours. The supernatant was removed, and the residual liquid was washed with 1 L of water at 60° C. and then dried at 60° C. under a pre...